From a dataset of the Open Reaction Database (ORD), a public repository of structured organic reaction records. describe an organic reaction: reactants, conditions, products, and yield The reactants are NC1=NC=2C=C(C=CC2C2=C1N=C(N2CCNS(=O)(=O)C)CCCC)Br (N-[2-(4-Amino-7-bromo-2-butyl-1H-imidazo[4,5-c]quinolin-1-yl)ethyl]methanesulfonamide), C(=C)[B-](F)(F)F.[K+] (potassium vinyltrifluoroborate). Yields the product NC1=NC=2C=C(C=CC2C2=C1N=C(N2CCNS(=O)(=O)C)CCCC)C=C (N-[2-(4-amino-2-butyl-7-vinyl-1H-imidazo[4,5-c]quinolin-1-yl)ethyl]methanesulfonamide). Reaction SMILES: [NH2:1][C:2]1[C:11]2[N:12]=[C:13]([CH2:22][CH2:23][CH2:24][CH3:25])[N:14]([CH2:15][CH2:16][NH:17][S:18]([CH3:21])(=[O:20])=[O:19])[C:10]=2[C:9]2[CH:8]=[CH:7][C:6](Br)=[CH:5][C:4]=2[N:3]=1.[CH:27]([B-](F)(F)F)=[CH2:28].[K+]>>[NH2:1][C:2]1[C:11]2[N:12]=[C:13]([CH2:22][CH2:23][CH2:24][CH3:25])[N:14]([CH2:15][CH2:16][NH:17][S:18]([CH3:21])(=[O:20])=[O:19])[C:10]=2[C:9]2[CH:8]=[CH:7][C:6]([CH:27]=[CH2:28])=[CH:5][C:4]=2[N:3]=1 |f:1.2|. Procedure details: N-[2-(4-Amino-7-bromo-2-butyl-1H-imidazo[4,5-c]quinolin-1-yl)ethyl]methanesulfonamide was coupled with potassium vinyltrifluoroborate according to the procedure described in Part D of Examples 440–455 and recrystallized from acetonitrile to provide N-[2-(4-amino-2-butyl-7-vinyl-1H-imidazo[4,5-c]quinolin-1-yl)ethyl]methanesulfonamide as an off-white solid. Reactants: NC1=C(C=CC=C1)C1NC2=CC=C(C=C2C(C1)(C)C)C#N (2-(2-aminophenyl)-4,4-dimethyl-1,2,3,4-tetrahydroquinoline-6-carbonitrile), N1=CC(=CC=C1)S(=O)(=O)Cl (pyridine-3-sulfonyl chloride). The solvent is O (water), N1=CC=CC=C1 (pyridine). Run at time 3 hour. Product: C(#N)C=1C=C2C(CC(NC2=CC1)C1=C(C=CC=C1)NS(=O)(=O)C=1C=NC=CC1)(C)C (pyridine-3-sulfonic acid [2-(6-cyano-4,4-dimethyl-1,2,3,4-tetrahydro-quinolin-2-yl)-phenyl]-amide). Reaction SMILES: [NH2:1][C:2]1[CH:7]=[CH:6][CH:5]=[CH:4][C:3]=1[CH:8]1[CH2:17][C:16]([CH3:19])([CH3:18])[C:15]2[C:10](=[CH:11][CH:12]=[C:13]([C:20]#[N:21])[CH:14]=2)[NH:9]1.[N:22]1[CH:27]=[CH:26][CH:25]=[C:24]([S:28](Cl)(=[O:30])=[O:29])[CH:23]=1>N1C=CC=CC=1.O>[C:20]([C:13]1[CH:14]=[C:15]2[C:10](=[CH:11][CH:12]=1)[NH:9][CH:8]([C:3]1[CH:4]=[CH:5][CH:6]=[CH:7][C:2]=1[NH:1][S:28]([C:24]1[CH:23]=[N:22][CH:27]=[CH:26][CH:25]=1)(=[O:30])=[O:29])[CH2:17][C:16]2([CH3:18])[CH3:19])#[N:21]. Reported procedure: To a solution of 2-(2-aminophenyl)-4,4-dimethyl-1,2,3,4-tetrahydroquinoline-6-carbonitrile (500 mg, 1.8 mmol) in pyridine (3 mL) was added pyridine-3-sulfonyl chloride (385 mg) at ice-bath under nitrogen. After addition, the resulting mixture was stirred at room temperature for 3 h. The reaction mixture was diluted with water, and extracted with ethyl acetate. The combined organic layer was dried over anhydrous Sodium sulfate, and then concentrated. The residue was purified by HPLC to give pyrid... The reactants are CC(C(=O)O)C (2-methylpropionic acid), C(Cl)(Cl)Cl (chloroform), ClC1=CC=C(NC(=O)CC=2C=C(C=CC2)O)C=C1 (3-[((4-chloroanilino)carbonyl)methyl]phenol), [OH-].[Na+] (NaOH). Run in CC(=O)C (acetone). Conditions: time 10 hour. The product is C,H,Cl,N, ClC1=CC=C(C=C1)NC(=O)CC1=CC=C(OC(C(=O)O)(C)C)C=C1 (2-[4-((((4-chlorophenyl)amino)carbonyl)methyl) phenoxy]-2-methyl propionic acid). As a reaction SMILES: C(Cl)(Cl)Cl.[Cl:5][C:6]1[CH:22]=[CH:21][C:9]([NH:10][C:11]([CH2:13][C:14]2[CH:15]=[C:16](O)[CH:17]=[CH:18][CH:19]=2)=[O:12])=[CH:8][CH:7]=1.[OH-:23].[Na+].[CH3:25][CH:26]([CH3:30])[C:27]([OH:29])=[O:28]>CC(C)=O>[Cl:5][C:6]1[CH:22]=[CH:21][C:9]([NH:10][C:11]([CH2:13][C:14]2[CH:15]=[CH:16][C:17]([O:23][C:26]([CH3:30])([CH3:25])[C:27]([OH:29])=[O:28])=[CH:18][CH:19]=2)=[O:12])=[CH:8][CH:7]=1 |f:2.3|. Procedure: FIG. 6b presents a similar reaction scheme to FIG. 6a, except that 3- rather than 4-hydroxyphenylacetic acid (HPAA) is used as the precursor material so that the final compound has a meta rather than a para substitution. In addition, rather than reacting with acetone (dimethyl ketone) a diethyl ketone is used to position ethyl, rather than methyl, moieties in the group substituted on one of the phenyl rings. By example, 1.5g (10mmol) 3-HPAA and 2.6g (20 mmol) 4-chloroaniline in 20 ml of mesityle... As a reaction SMILES: [Br:1][c:2]1[c:3](-[n:8]2[c:9](-[c:13]3[cH:14][cH:15][c:16](-[c:19]4[cH:20][cH:21][cH:22][cH:23][cH:24]4)[n:17][cH:18]3)[n:10][n:11][cH:12]2)[cH:4][cH:5][cH:6][cH:7]1.[Br:25][N:26]1[C:27](=[O:28])[CH2:29][CH2:30][C:31]1=[O:32].[C:33](=[O:34])([O-:35])[OH:36].[C:38]([Cl:39])([Cl:40])([Cl:41])[Cl:42].[CH3:43][C:44](=[O:45])[OH:46].[Na+:37]>>[Br:1][c:2]1[c:3](-[n:8]2[c:9](-[c:13]3[cH:14][cH:15][c:16](-[c:19]4[cH:20][cH:21][cH:22][cH:23][cH:24]4)[n:17][cH:18]3)[n:10][n:11][c:12]2[Br:25])[cH:4][cH:5][cH:6][cH:7]1. Starting materials: Brc1ccccc1-n1cnnc1-c1ccc(-c2ccccc2)nc1, O=C1CCC(=O)N1Br, O=C([O-])O, ClC(Cl)(Cl)Cl, CC(=O)O, [Na+]. The product is Brc1ccccc1-n1c(Br)nnc1-c1ccc(-c2ccccc2)nc1.